Dataset: the Open Reaction Database (ORD), a public repository of structured organic reaction records. Task: describe an organic reaction: reactants, conditions, products, and yield Reaction SMILES: [C:1]1(=[CH:13][CH2:14][CH2:15][CH2:16][C:17]([OH:19])=[O:18])[CH2:12][CH2:11][CH2:10][CH2:9][CH2:8][CH2:7][CH2:6][CH2:5][CH2:4][CH2:3][CH2:2]1>C(O)(=O)C.[Pt]=O>[CH:1]1([CH2:13][CH2:14][CH2:15][CH2:16][C:17]([OH:19])=[O:18])[CH2:12][CH2:11][CH2:10][CH2:9][CH2:8][CH2:7][CH2:6][CH2:5][CH2:4][CH2:3][CH2:2]1. Starting materials: C1(CCCCCCCCCCC1)=CCCCC(=O)O (5-cyclododecylidene pentanoic acid). Yields the product C1(CCCCCCCCCCC1)CCCCC(=O)O (5-cyclododecylpentanoic acid). Reagents/catalysts: [Pt]=O (Platinum oxide). Reaction conditions: time 3 hour. Run in C(C)(=O)O (acetic acid). Procedure: From Example 9Ci above, 0.276 g (0.001 mole) of 5-cyclododecylidene pentanoic acid was dissolved in 30 ml of glacial acetic acid. Platinum oxide (0.027 g) was added and the mixture was hydrogenated on a sloping-manifold hydrogenation apparatus for 3 hr at room temperature. The resultant mixture was then filtered through Celite (diatomaceous earth). The solvent was removed in vacuo to yield 0.26 g (93.8%) of 5-cyclododecylpentanoic acid having the following physical characteristics: Yield: 96.9%. Reactants: C(C1=CC=CC=C1)=O (benzaldehyde), COC(C1=CC(=CC=C1)N)OC (3-aminobenzaldehyde dimethyl acetal), 4A. Solvent: C1=CC=CC=C1 (benzene). Reaction conditions: time 4 hour. Product: COC(C1=CC(=CC=C1)NCC1=CC=CC=C1)OC (3-benzylaminobenzaldehyde dimethyl acetal). Yield: 87.7%. Reaction SMILES: [CH3:1][O:2][CH:3]([O:11][CH3:12])[C:4]1[CH:9]=[CH:8][CH:7]=[C:6]([NH2:10])[CH:5]=1.[CH:13](=O)[C:14]1[CH:19]=[CH:18][CH:17]=[CH:16][CH:15]=1>C1C=CC=CC=1>[CH3:1][O:2][CH:3]([O:11][CH3:12])[C:4]1[CH:9]=[CH:8][CH:7]=[C:6]([NH:10][CH2:13][C:14]2[CH:19]=[CH:18][CH:17]=[CH:16][CH:15]=2)[CH:5]=1. Procedure: 334 mg of 3-aminobenzaldehyde dimethyl acetal was dissolved in 10 ml of anhydrous benzene, and 212 mg of benzaldehyde and 2 g of molecular sieve 4A (a product of Nippon Chromato Kogyo Co., Ltd.) were added. The mixture was stirred at room temperature for 4 hours. The molecular sieve was removed by filtration, and the filtrate was evaporated under reduced pressure. The residue was dissolved in 20 ml of methanol, and 100 mg of sodium borohydride was added. The mixture was stirred for 2 hours. The ... Starting materials: COC(=O)c1sc(-c2ccccc2)cc1N(C(=O)C1CCC(C)CC1)C1CCNCC1, Cl, [Li+], C1COCCO1, [OH-], O. The product is CC1CCC(C(=O)N(c2cc(-c3ccccc3)sc2C(=O)O)C2CCNCC2)CC1. As a reaction SMILES: [CH3:1][O:2][C:3](=[O:4])[c:5]1[s:6][c:7](-[c:26]2[cH:27][cH:28][cH:29][cH:30][cH:31]2)[cH:8][c:9]1[N:10]([CH:11]1[CH2:12][CH2:13][NH:14][CH2:15][CH2:16]1)[C:17](=[O:18])[CH:19]1[CH2:20][CH2:21][CH:22]([CH3:25])[CH2:23][CH2:24]1.[ClH:35].[Li+:34].[O:36]1[CH2:37][CH2:38][O:39][CH2:40][CH2:41]1.[OH-:33].[OH2:32]>>[O:2]=[C:3]([OH:4])[c:5]1[s:6][c:7](-[c:26]2[cH:27][cH:28][cH:29][cH:30][cH:31]2)[cH:8][c:9]1[N:10]([CH:11]1[CH2:12][CH2:13][NH:14][CH2:15][CH2:16]1)[C:17](=[O:18])[CH:19]1[CH2:20][CH2:21][CH:22]([CH3:25])[CH2:23][CH2:24]1. The reactants are O=C(c1ncc[nH]1)c1ncc[nH]1, CCOC(=O)CC(=O)[O-], [Cl-], [Cl-], Cl, O=C(O)c1c(F)cccc1F, [K+], [Mg+2], C1CCOC1, O. Yields the product CCOC(=O)CC(=O)c1c(F)cccc1F. RXN SMILES: [C:12]([c:13]1[nH:14][cH:15][cH:16][n:17]1)([c:18]1[nH:19][cH:20][cH:21][n:22]1)=[O:23].[C:27]([CH2:28][C:29]([O-:30])=[O:31])(=[O:32])[O:33][CH2:34][CH3:35].[Cl-:24].[Cl-:26].[ClH:37].[F:1][c:2]1[c:3]([C:4](=[O:5])[OH:6])[c:7]([F:11])[cH:8][cH:9][cH:10]1.[K+:36].[Mg+2:25].[O:38]1[CH2:39][CH2:40][CH2:41][CH2:42]1.[OH2:43]>>[F:1][c:2]1[c:3]([C:4](=[O:6])[CH2:28][C:27](=[O:32])[O:33][CH2:34][CH3:35])[c:7]([F:11])[cH:8][cH:9][cH:10]1. Reactants: [OH-].[NH4+] (ammonium hydroxide), FC=1C=2C3=C(C(NC3=CC1)=O)C(=CC2SCCNC(O)=O)C=2NC=C(C2C)C ([2-[6-fluoro-2-oxo-3-(3,4-dimethyl-1H-pyrrol-2-yl)-1,2-dihydro-benzo[cd]indol-5-ylsulfanyl]-ethyl]-carbamic acid), C(C)(C)(C)OC(NCCSC=1C=C(C=2C(NC3=CC=C(C1C23)F)=O)C=2NC=C(C2C)C)=O ([2-[6-fluoro-2-oxo-3-(3,4-dimethyl-1H-pyrrol-2-yl)-1,2-dihydro-benzo[cd]indol-5-ylsulfanyl]-ethyl]-carbamic acid tert-butyl ester), C(=O)(C(F)(F)F)O (TFA). Run in C(C)(=O)OCC (ethyl acetate), C(Cl)Cl (CH2Cl2). Reaction conditions: temperature 0 celsius, time 1 hour. Yields the product FC(C(=O)O)(F)F.NCCSC=1C=C(C=2C(NC3=CC=C(C1C23)F)=O)C=2NC=C(C2C)C (5-(2-amino-ethylsulfanyl)-6-fluoro-3-(3,4-dimethyl-1H-pyrrol-2-yl)-1H-benzo[cd]indol-2-one trifluoroacetic acid salt). Reaction SMILES: [F:1][C:2]1[C:3]2[C:4]3[C:8](=[CH:9][CH:10]=1)[NH:7][C:6](=[O:11])[C:5]=3[C:12]([C:22]1[NH:23][CH:24]=[C:25]([CH3:28])[C:26]=1[CH3:27])=[CH:13][C:14]=2[S:15][CH2:16][CH2:17][NH:18]C(=O)O.C(OC(=O)NCCSC1C=C(C2NC=C(C)C=2C)C2C(=O)NC3C=2C=1C(F)=CC=3)(C)(C)C.[C:61]([OH:67])([C:63]([F:66])([F:65])[F:64])=[O:62].[OH-].[NH4+]>C(Cl)Cl.C(OCC)(=O)C>[F:64][C:63]([F:66])([F:65])[C:61]([OH:67])=[O:62].[NH2:18][CH2:17][CH2:16][S:15][C:14]1[CH:13]=[C:12]([C:22]2[NH:23][CH:24]=[C:25]([CH3:28])[C:26]=2[CH3:27])[C:5]2[C:6](=[O:11])[NH:7][C:8]3[C:4]=2[C:3]=1[C:2]([F:1])=[CH:10][CH:9]=3 |f:3.4,7.8|. Reported procedure: To a solution of [2-[6-fluoro-2-oxo-3-(3,4-dimethyl-1H-pyrrol-2-yl)-1,2-dihydro-benzo[cd]indol-5-ylsulfanyl]-ethyl]-carbamic acid tent-butyl ester (from Example 49 above) (66 mg, 0.145 mmol) in CH2Cl2 (5 mL) was added TFA (Aldrich, 2.5 mL) at 0° C. The mixture was stirred at 0° C. for 1 hour. Aqueous ammonium hydroxide (4 mL) and ethyl acetate were added. The aqueous phase was extracted with ethyl acetate. The ethyl acetate layers were combined and washed with brine, dried over anhydrous magnesi... The reactants are C[SiH](C)OCc1cc(C(C)(C)C)ccc1-c1cc(N)ccc1F, CCOC=C(C(=O)OCC)C(=O)OCC. The product is CCOC(=O)C(=CNc1ccc(F)c(-c2ccc(C(C)(C)C)cc2CO[SiH](C)C)c1)C(=O)OCC. Reaction SMILES: [C:1]([CH3:2])([CH3:3])([CH3:4])[c:5]1[cH:6][c:7]([CH2:19][O:20][SiH:21]([CH3:22])[CH3:23])[c:8](-[c:11]2[cH:12][c:13]([NH2:14])[cH:15][cH:16][c:17]2[F:18])[cH:9][cH:10]1.[CH2:24]([O:25][CH:27]=[C:28]([C:29](=[O:30])[O:31][CH2:32][CH3:33])[C:34](=[O:35])[O:36][CH2:37][CH3:38])[CH3:26]>>[C:1]([CH3:2])([CH3:3])([CH3:4])[c:5]1[cH:6][c:7]([CH2:19][O:20][SiH:21]([CH3:22])[CH3:23])[c:8](-[c:11]2[cH:12][c:13]([NH:14][CH:27]=[C:28]([C:29](=[O:30])[O:31][CH2:32][CH3:33])[C:34](=[O:35])[O:36][CH2:37][CH3:38])[cH:15][cH:16][c:17]2[F:18])[cH:9][cH:10]1. Reactants: BrC=1C=NC2=C(C=C(C=C2C1)O)Cl (3-bromo-8-chloro-6-hydroxyquinoline), [I-].[Na+] (sodium iodide), N (ammonia), N,N″-dimethyl-ethane-1,2-diamine. Reagents/catalysts: [Cu](I)I (copper iodide). Run in O1CCOCC1 (dioxane). Conditions: temperature 120 celsius, time 14 hour. Product: ClC=1C=C(C=C2C=C(C=NC12)I)O (8-chloro-3-iodo-6-hydroxyquinoline). Reaction SMILES: Br[C:2]1[CH:3]=[N:4][C:5]2[C:10]([CH:11]=1)=[CH:9][C:8]([OH:12])=[CH:7][C:6]=2[Cl:13].[I-:14].[Na+].N>O1CCOCC1.[Cu](I)I>[Cl:13][C:6]1[CH:7]=[C:8]([OH:12])[CH:9]=[C:10]2[C:5]=1[N:4]=[CH:3][C:2]([I:14])=[CH:11]2 |f:1.2|. Reported procedure: To a stirred mixture of 3-bromo-8-chloro-6-hydroxyquinoline (5.0 g) (preparation described in WO 2004/108663), sodium iodide (5.8 g) and copper iodide (0.37 g) in dioxane (65 ml) is added N,N″-dimethyl-ethane-1,2-diamine (0.34 g) in a sealed tube under argon. The mixture is stirred at 120° C. for 14 h and upon cooling is treated with aqueous ammonia followed by aqueous hydrochloric (to pH 5). Extraction with ethyl acetate, drying of the organic phase over magnesium sulphate, filtration and evapo...